From a dataset of the Open Reaction Database (ORD), a public repository of structured organic reaction records. describe an organic reaction: reactants, conditions, products, and yield Reactants: Cl.BrC1=C(C=C2C(=CCC2=C1)CCN)OC (2-(6-bromo-5-methoxy-1H-inden-3-yl)ethylamine hydrochloride), C(C)(=O)Cl (acetyl chloride). Yields the product Example 8, BrC1=C(C=C2C(=CCC2=C1)CCNC(C)=O)OC (N-[2-(6-Bromo-5-methoxy-1H-inden-3-yl)ethyl]acetamide). Yield: 83.0%. RXN SMILES: Cl.[Br:2][C:3]1[CH:11]=[C:10]2[C:6]([C:7]([CH2:12][CH2:13][NH2:14])=[CH:8][CH2:9]2)=[CH:5][C:4]=1[O:15][CH3:16].[C:17](Cl)(=[O:19])[CH3:18]>>[Br:2][C:3]1[CH:11]=[C:10]2[C:6]([C:7]([CH2:12][CH2:13][NH:14][C:17](=[O:19])[CH3:18])=[CH:8][CH2:9]2)=[CH:5][C:4]=1[O:15][CH3:16] |f:0.1|. Procedure: Starting with 2-(6-bromo-5-methoxy-1H-inden-3-yl)ethylamine hydrochloride and acetyl chloride, the title compound was synthesized in otherwise the same manner as Example 8 (yield 83%). The reactants are BrC(Br)(Br)Br, ClCCl, CC(C)(C)[Si](C)(C)OCCOCCO, c1ccc(P(c2ccccc2)c2ccccc2)cc1. The product is CC(C)(C)[Si](C)(C)OCCOCCBr. RXN SMILES: [C:1]([Br:2])([Br:3])([Br:4])[Br:5].[CH2:39]([Cl:40])[Cl:41].[CH3:6][C:7]([CH3:8])([CH3:9])[Si:10]([O:11][CH2:12][CH2:13][O:14][CH2:15][CH2:16][OH:17])([CH3:18])[CH3:19].[c:20]1([P:21]([c:22]2[cH:23][cH:24][cH:25][cH:26][cH:27]2)[c:28]2[cH:29][cH:30][cH:31][cH:32][cH:33]2)[cH:34][cH:35][cH:36][cH:37][cH:38]1>>[CH2:1]([Br:5])[CH2:15][O:14][CH2:13][CH2:12][O:11][Si:10]([C:7]([CH3:6])([CH3:8])[CH3:9])([CH3:18])[CH3:19]. The product is Nc1cc(Oc2ccc([N+](=O)[O-])cn2)ccc1F. As a reaction SMILES: [C:20](=[O:21])([O-:22])[O-:23].[CH3:27][N:28]([CH3:29])[CH:30]=[O:31].[Cl:1][c:2]1[n:3][cH:4][c:5]([N+:8](=[O:9])[O-:10])[cH:6][cH:7]1.[K+:24].[K+:25].[NH2:11][c:12]1[cH:13][c:14]([OH:19])[cH:15][cH:16][c:17]1[F:18].[OH2:26]>>[c:2]1([O:19][c:14]2[cH:13][c:12]([NH2:11])[c:17]([F:18])[cH:16][cH:15]2)[n:3][cH:4][c:5]([N+:8](=[O:9])[O-:10])[cH:6][cH:7]1. Starting materials: O=C([O-])[O-], CN(C)C=O, O=[N+]([O-])c1ccc(Cl)nc1, [K+], [K+], Nc1cc(O)ccc1F, O. Reactants: N[C@@H](CC1=CC=C(C=C1)O)C(=O)O (L-Tyrosine), [OH-].[Na+] (NaOH), N[C@@H](CC1=CC=C(C=C1)O)C(=O)O (tyrosine), [OH-].[Na+] (NaOH), C(=O)(OCC1C2=CC=CC=C2C2=CC=CC=C12)ON1C(=O)CCC1=O (Fmoc-OSu), C(CC(O)(C(=O)O)CC(=O)O)(=O)O (citric acid). Reported procedure: L-Tyrosine (9.06 g, 50 mmol) was dissolved in 100 ml of water and 150 ml of tetrahydrofuran (THF) with 50 ml of 1 N NaOH. To this solution was added Fmoc-OSu (16.87 g, 50 mmol); with rapid stirring. The suspension was adjusted to pH 7 with 1N NaOH and then stirred overnight, after which a small amount of solid tyrosine still remained. Solid citric acid (15 g) was added with stirring followed by 300 ml of ethyl acetate (EtOAc). The EtOAc layer was collected washed with 3×50 ml of 10% citric acid,... RXN SMILES: [NH2:1][C@H:2]([C:11]([OH:13])=[O:12])[CH2:3][C:4]1[CH:9]=[CH:8][C:7]([OH:10])=[CH:6][CH:5]=1.[OH-].[Na+].[C:16](ON1C(=O)CCC1=O)([O:18][CH2:19][CH:20]1[C:32]2[C:27](=[CH:28][CH:29]=[CH:30][CH:31]=2)[C:26]2[C:21]1=[CH:22][CH:23]=[CH:24][CH:25]=2)=[O:17].C(O)(=O)CC(CC(O)=O)(C(O)=O)O>O.C(OCC)(=O)C.O1CCCC1>[NH:1]([C:16]([O:18][CH2:19][CH:20]1[C:21]2[C:26](=[CH:25][CH:24]=[CH:23][CH:22]=2)[C:27]2[C:32]1=[CH:31][CH:30]=[CH:29][CH:28]=2)=[O:17])[C@H:2]([C:11]([OH:13])=[O:12])[CH2:3][C:4]1[CH:5]=[CH:6][C:7]([OH:10])=[CH:8][CH:9]=1 |f:1.2|. The product is N([C@@H](CC1=CC=C(C=C1)O)C(=O)O)C(=O)OCC1C2=CC=CC=C2C2=CC=CC=C12 (Fmoc-Tyr-OH). Isolated yield 89.4%. The solvent is O (water), C(C)(=O)OCC (ethyl acetate), O1CCCC1 (tetrahydrofuran). Reaction conditions: time 8 hour. Reactants: C(C)SC1=NC=C(C(=N1)N1C=NC2=C1C=CC=C2)C (2-Ethylthio-4-(benzimidazol-1-yl)-5-methylpyrimidine), CO (methanol), S(=O)(=O)(O[O-])[O-].[K+].[K+] (potassium peroxymonosulfate), O (H2O), O (H2O). Reaction conditions: time 4 hour. The product is C(C)S(=O)(=O)C1=NC=C(C(=N1)N1C=NC2=C1C=CC=C2)C (2-Ethylsulfonyl-4-(benzimidazol-1-yl)-5-methylpyrimidine). Reaction SMILES: [CH2:1]([S:3][C:4]1[N:9]=[C:8]([N:10]2[C:14]3[CH:15]=[CH:16][CH:17]=[CH:18][C:13]=3[N:12]=[CH:11]2)[C:7]([CH3:19])=[CH:6][N:5]=1)[CH3:2].CO.S([O-])(O[O-])(=O)=[O:23].[K+].[K+].[OH2:30]>>[CH2:1]([S:3]([C:4]1[N:9]=[C:8]([N:10]2[C:14]3[CH:15]=[CH:16][CH:17]=[CH:18][C:13]=3[N:12]=[CH:11]2)[C:7]([CH3:19])=[CH:6][N:5]=1)(=[O:23])=[O:30])[CH3:2] |f:2.3.4|. Procedure details: To a solution of 2-Ethylthio-4-(benzimidazol-1-yl)-5-methylpyrimidine (127.5 mg, 0.47 mmol) in methanol (1.2 mmol) at 0° C. was added slurry of potassium peroxymonosulfate (Oxone®) (870 mg, 1.41 mmol) in H2O (1.2 mL). The mixture was stirred at room temperature for 4 h, and was then diluted with H2O. The aqueous layer was extracted with CH2Cl2, and the combined organic layer was washed with H2O followed by brine. The organic extract was dried over Na2SO4 then purified (20 mg of crude material) b... The reactants are CCOC(=O)CN, Cl, CC(NC(=O)Cc1cccc([N+](=O)[O-])c1)C(=O)O. Product: CCOC(=O)CNC(=O)C(C)NC(=O)Cc1cccc([N+](=O)[O-])c1. RXN SMILES: [CH2:20]([CH3:21])[O:22][C:23]([CH2:24][NH2:25])=[O:26].[ClH:19].[N+:1](=[O:2])([O-:3])[c:4]1[cH:5][c:6]([CH2:10][C:11](=[O:12])[NH:13][CH:14]([CH3:15])[C:16](=[O:17])[OH:18])[cH:7][cH:8][cH:9]1>>[N+:1](=[O:2])([O-:3])[c:4]1[cH:5][c:6]([CH2:10][C:11](=[O:12])[NH:13][CH:14]([CH3:15])[C:16](=[O:18])[NH:25][CH2:24][C:23]([O:22][CH2:20][CH3:21])=[O:26])[cH:7][cH:8][cH:9]1.